From a dataset of the Open Reaction Database (ORD), a public repository of structured organic reaction records. describe an organic reaction: reactants, conditions, products, and yield The reactants are CCO, C=C1CCn2nc(Nc3ccc(-n4cnc(Cl)c4)c(OC)c3)nc2C(c2ccc(F)cc2)C1, O=C(O)C(F)(F)F, [Pt]. Product: COc1cc(Nc2nc3n(n2)CCC(C)CC3c2ccc(F)cc2)ccc1-n1cnc(Cl)c1. RXN SMILES: [CH3:41][CH2:42][OH:43].[Cl:8][c:9]1[n:10][cH:11][n:12](-[c:14]2[c:15]([O:39][CH3:40])[cH:16][c:17]([NH:20][c:21]3[n:22][n:23]4[c:24]([n:38]3)[CH:25]([c:31]3[cH:32][cH:33][c:34]([F:37])[cH:35][cH:36]3)[CH2:26][C:27](=[CH2:30])[CH2:28][CH2:29]4)[cH:18][cH:19]2)[cH:13]1.[F:1][C:2]([F:3])([F:4])[C:5]([OH:6])=[O:7].[Pt:44]>>[Cl:8][c:9]1[n:10][cH:11][n:12](-[c:14]2[c:15]([O:39][CH3:40])[cH:16][c:17]([NH:20][c:21]3[n:22][n:23]4[c:24]([n:38]3)[CH:25]([c:31]3[cH:32][cH:33][c:34]([F:37])[cH:35][cH:36]3)[CH2:26][CH:27]([CH3:30])[CH2:28][CH2:29]4)[cH:18][cH:19]2)[cH:13]1. The reactants are CC(C)CN, Cc1ccccc1, O=C(Cl)c1cccnc1Oc1cccc(Cl)c1. Product: CC(C)CNC(=O)c1cccnc1Oc1cccc(Cl)c1. RXN SMILES: [CH2:1]([CH:2]([CH3:3])[CH3:4])[NH2:5].[CH3:23][c:24]1[cH:25][cH:26][cH:27][cH:28][cH:29]1.[Cl:6][c:7]1[cH:8][c:9]([O:10][c:11]2[c:12]([C:13](=[O:14])[Cl:15])[cH:16][cH:17][cH:18][n:19]2)[cH:20][cH:21][cH:22]1>>[CH2:1]([CH:2]([CH3:3])[CH3:4])[NH:5][C:13]([c:12]1[c:11]([O:10][c:9]2[cH:8][c:7]([Cl:6])[cH:22][cH:21][cH:20]2)[n:19][cH:18][cH:17][cH:16]1)=[O:14]. The reactants are Cl (hydrochloric acid), C(C)OC1=NN(C=C1CC(=O)OCC)CC=1C=NC(=CC1)OCC=1N=C(OC1C)C1=CC=CC=C1 (ethyl 3-ethoxy-1-[6-(5-methyl-2-phenyl-4-oxazolylmethoxy)-3-pyridylmethyl]-1H-pyrazol-4-ylacetate), [OH-].[Na+] (sodium hydroxide), O1CCCC1 (tetrahydrofuran). The solvent is C(C)O (ethanol). Reaction conditions: time 2 hour. Yields the product C(C)OC1=NN(C=C1CC(=O)O)CC=1C=NC(=CC1)OCC=1N=C(OC1C)C1=CC=CC=C1 (3-ethoxy-1-[6-(5-methyl-2-phenyl-4-oxazolylmethoxy)-3-pyridylmethyl]-1H-pyrazol-4-ylacetic acid). Isolated yield 91.0%. RXN SMILES: [CH2:1]([O:3][C:4]1[C:8]([CH2:9][C:10]([O:12]CC)=[O:11])=[CH:7][N:6]([CH2:15][C:16]2[CH:17]=[N:18][C:19]([O:22][CH2:23][C:24]3[N:25]=[C:26]([C:30]4[CH:35]=[CH:34][CH:33]=[CH:32][CH:31]=4)[O:27][C:28]=3[CH3:29])=[CH:20][CH:21]=2)[N:5]=1)[CH3:2].[OH-].[Na+].O1CCCC1.Cl>C(O)C>[CH2:1]([O:3][C:4]1[C:8]([CH2:9][C:10]([OH:12])=[O:11])=[CH:7][N:6]([CH2:15][C:16]2[CH:17]=[N:18][C:19]([O:22][CH2:23][C:24]3[N:25]=[C:26]([C:30]4[CH:35]=[CH:34][CH:33]=[CH:32][CH:31]=4)[O:27][C:28]=3[CH3:29])=[CH:20][CH:21]=2)[N:5]=1)[CH3:2] |f:1.2|. Procedure details: After a mixture of ethyl 3-ethoxy-1-[6-(5-methyl-2-phenyl-4-oxazolylmethoxy)-3-pyridylmethyl]-1H-pyrazol-4-ylacetate (605 mg), 1N aqueous sodium hydroxide solution (3 ml), tetrahydrofuran (6 ml) and ethanol (6 ml) was stirred at room temperature for 2 hours, 1 N hydrochloric acid (3 ml) was added to the mixture, and then the mixture was extracted with ethyl acetate. The ethyl acetate layer was washed with saturated aqueous sodium chloride solution, dried (MgSO4) and concentrated. The resulting c... The reactants are CC=1C=CC(=NC1)[Sn](CCCC)(CCCC)CCCC (5-methyl-2-(tributylstannyl)pyridine), ClC1=CC(=NC(=N1)C)N1CC(C1)C1=NC2=C(N1C)C=CC=C2 (2-(1-(6-chloro-2-methylpyrimidin-4-yl)azetidin-3-yl)-1-methyl-1H-benzo[d]imidazole). Reagents/catalysts: C=1C=CC(=CC1)[P](C=2C=CC=CC2)(C=3C=CC=CC3)[Pd]([P](C=4C=CC=CC4)(C=5C=CC=CC5)C=6C=CC=CC6)([P](C=7C=CC=CC7)(C=8C=CC=CC8)C=9C=CC=CC9)[P](C=1C=CC=CC1)(C=1C=CC=CC1)C=1C=CC=CC1 (tetrakis(triphenylphosphine)palladium(0)). The solvent is CN(C)C=O (DMF). Reaction conditions: temperature 110 celsius. Yields the product CN1C(=NC2=C1C=CC=C2)C2CN(C2)C2=NC(=NC(=C2)C2=NC=C(C=C2)C)C (1-methyl-2-(1-(2-methyl-6-(5-methylpyridin-2-yl)pyrimidin-4-yl)azetidin-3-yl)-1H-benzo[d]imidazole). Reaction SMILES: [CH3:1][C:2]1[CH:3]=[CH:4][C:5]([Sn](CCCC)(CCCC)CCCC)=[N:6][CH:7]=1.Cl[C:22]1[N:27]=[C:26]([CH3:28])[N:25]=[C:24]([N:29]2[CH2:32][CH:31]([C:33]3[N:37]([CH3:38])[C:36]4[CH:39]=[CH:40][CH:41]=[CH:42][C:35]=4[N:34]=3)[CH2:30]2)[CH:23]=1>C1C=CC([P]([Pd]([P](C2C=CC=CC=2)(C2C=CC=CC=2)C2C=CC=CC=2)([P](C2C=CC=CC=2)(C2C=CC=CC=2)C2C=CC=CC=2)[P](C2C=CC=CC=2)(C2C=CC=CC=2)C2C=CC=CC=2)(C2C=CC=CC=2)C2C=CC=CC=2)=CC=1.CN(C=O)C>[CH3:38][N:37]1[C:36]2[CH:39]=[CH:40][CH:41]=[CH:42][C:35]=2[N:34]=[C:33]1[CH:31]1[CH2:32][N:29]([C:24]2[CH:23]=[C:22]([C:5]3[CH:4]=[CH:3][C:2]([CH3:1])=[CH:7][N:6]=3)[N:27]=[C:26]([CH3:28])[N:25]=2)[CH2:30]1 |^1:46,48,67,86|. Procedure details: To a microwave vial was added 5-methyl-2-(tributylstannyl)pyridine (97 mg, 2.6 mmol), Intermediate 3 (40 mg, 0.13 mmol), tetrakis(triphenylphosphine)palladium(0) (15 mg, 0.013 mmol), and DMF (1 mL). The vial was sealed and heated in a heating block at 110° C. for 16 h. The reaction was cooled to room temperature, passed through a syringe filter, and purified by reverse-phase chromatography (5-55% acetonitrile/water/0.1% TFA). The product fractions were poured into aqueous NaHCO3 and extracted wi... The reactants are O=C(Br)C(=O)Br, CN(C)C=O, O, CC1(C)OC(=O)C=C1O. The product is CC1(C)OC(=O)C=C1Br. Reaction SMILES: [C:10]([Br:11])(=[O:12])[C:14]([Br:13])=[O:15].[O:17]=[CH:18][N:19]([CH3:20])[CH3:21].[OH2:16].[OH:1][C:2]1=[CH:3][C:4](=[O:9])[O:5][C:6]1([CH3:7])[CH3:8]>>[C:2]1([Br:13])=[CH:3][C:4](=[O:9])[O:5][C:6]1([CH3:7])[CH3:8]. The reactants are 3-(methyloxiran-2-yl)methanol, C1=CC=C(C=C1)C(C2=CC=CC=C2)N (α-aminodiphenylmethane), [OH-].[Na+] (NaOH), [C@@H]([C@H](C(=O)[O-])O)(C(=O)[O-])O.[Na+].[K+] (Rochelle's salt). Reagents/catalysts: CC([O-])C.[Ti+4].CC([O-])C.CC([O-])C.CC([O-])C (titanium(IV) isopropoxide). Run in C(Cl)Cl (DCM). Conditions: temperature 60 celsius, time 8 hour. Yields the product C(C1=CC=CC=C1)(C1=CC=CC=C1)NC(C(CO)O)C (Racemic-(2R*,3R*)-3-(benzhydrylamino)butane-1,2-diol). As a reaction SMILES: [CH:1]1[CH:6]=[CH:5][C:4]([CH:7]([NH2:14])[C:8]2[CH:13]=[CH:12][CH:11]=[CH:10][CH:9]=2)=[CH:3][CH:2]=1.[C@H:15](O)([C:21]([O-])=O)[C@@H:16]([OH:20])[C:17]([O-])=[O:18].[Na+].[K+].[OH-].[Na+]>C(Cl)Cl.CC(C)[O-].[Ti+4].CC(C)[O-].CC(C)[O-].CC(C)[O-]>[CH:7]([NH:14][CH:15]([CH3:21])[CH:16]([OH:20])[CH2:17][OH:18])([C:4]1[CH:5]=[CH:6][CH:1]=[CH:2][CH:3]=1)[C:8]1[CH:13]=[CH:12][CH:11]=[CH:10][CH:9]=1 |f:1.2.3,4.5,7.8.9.10.11|. Procedure details: To a solution of 3-(methyloxiran-2-yl)methanol (0.826 g, 9.38 mmol) in DCM was added α-aminodiphenylmethane (1.50 mL, 8.44 mmol) and titanium(IV) isopropoxide (5.5 mL, 18.7 mmol), and the reaction mixture was heated at 60° C. for 16 h. A saturated aqueous solution of Rochelle's salt was added to the mixture followed by a solution of 3 N NaOH. The reaction miture was stirred overnight. The aqueous phase was then extracted with DCM (3×). The combined organic layers were washed with brine, dried wi... The reactants are ClC1=CC2=C(N=CN=C2NC2=CC=C(C=C2)OCC2=CC(=CC=C2)F)C=N1 ((6-Chloropyrido[3,4-d]pyrimidin-4-yl)-(4-(3-fluorobenzyloxy)-phenyl)-amine), C(CCC)[Sn](C1=CC(=CO1)C=O)(CCCC)CCCC (5-(tributylstannyl)-furan-3-carbaldehyde). Solvent: O1CCOCC1 (dioxan). The product is FC=1C=C(COC2=CC=C(C=C2)NC=2C3=C(N=CN2)C=NC(=C3)C3=CC(=CO3)C=O)C=CC1 (5-(4-(4-(3-Fluorobenzyloxy)-phenylamino)-pyrido[3,4-d]pyrimidin-6-yl)-furan-3-carbaldehyde). As a reaction SMILES: Cl[C:2]1[N:27]=[CH:26][C:5]2[N:6]=[CH:7][N:8]=[C:9]([NH:10][C:11]3[CH:16]=[CH:15][C:14]([O:17][CH2:18][C:19]4[CH:24]=[CH:23][CH:22]=[C:21]([F:25])[CH:20]=4)=[CH:13][CH:12]=3)[C:4]=2[CH:3]=1.C([Sn](CCCC)(CCCC)[C:33]1[O:37][CH:36]=[C:35]([CH:38]=[O:39])[CH:34]=1)CCC>O1CCOCC1>[F:25][C:21]1[CH:20]=[C:19]([CH:24]=[CH:23][CH:22]=1)[CH2:18][O:17][C:14]1[CH:15]=[CH:16][C:11]([NH:10][C:9]2[C:4]3[CH:3]=[C:2]([C:33]4[O:37][CH:36]=[C:35]([CH:38]=[O:39])[CH:34]=4)[N:27]=[CH:26][C:5]=3[N:6]=[CH:7][N:8]=2)=[CH:12][CH:13]=1. Procedure: (6-Chloropyrido[3,4-d]pyrimidin-4-yl)-(4-(3-fluorobenzyloxy)-phenyl)-amine (1 g) and 5-(tributylstannyl)-furan-3-carbaldehyde (J. Org. Chem. (1992), 57(11), 3126–31) (1.84 g) in dioxan (35 ml) were reacted together as in Procedure B. The solvent was evaporated and the residue suspended in dichloromethane. The mixture was filtered through Celite® and then evaporated. The residue was triturated with hexane giving a beige solid (1 g); m/z 441 (M+1)+. Starting materials: NC1=NC=CC(=C1)OC=1C=C(C=CC1)CCC(=O)OC (Methyl 3-{3-[(2-aminopyridin-4-yl)oxy]phenyl}propanoate), C(C)(=O)OC(C)=O (Acetic anhydride). The solvent is N1=CC=CC=C1 (pyridine). Reaction conditions: temperature 0 celsius, time 1 hour. Product: C(C)(=O)NC1=NC=CC(=C1)OC=1C=C(C=CC1)CCC(=O)OC (methyl 3-(3-{[2-(acetylamino)pyridin-4-yl]oxy}phenyl)-propanoate). Isolated yield 772.6%. As a reaction SMILES: [NH2:1][C:2]1[CH:7]=[C:6]([O:8][C:9]2[CH:10]=[C:11]([CH2:15][CH2:16][C:17]([O:19][CH3:20])=[O:18])[CH:12]=[CH:13][CH:14]=2)[CH:5]=[CH:4][N:3]=1.[C:21](OC(=O)C)(=[O:23])[CH3:22]>N1C=CC=CC=1>[C:21]([NH:1][C:2]1[CH:7]=[C:6]([O:8][C:9]2[CH:10]=[C:11]([CH2:15][CH2:16][C:17]([O:19][CH3:20])=[O:18])[CH:12]=[CH:13][CH:14]=2)[CH:5]=[CH:4][N:3]=1)(=[O:23])[CH3:22]. Procedure: Methyl 3-{3-[(2-aminopyridin-4-yl)oxy]phenyl}propanoate (390 mg, 0.14 mmol) was dissolved in pyridine (5 mL) and the reaction mixture was cooled at 0° C. and stirred for 1 h. Acetic anhydride (135 μL, 0.14 mmol) was added dropwise and the reaction mixture was allowed to stir for 1 h. The reaction mixture was allowed to warm to rt and to stir overnight. The reaction was quenched with water and extracted with EtOAc. The organic solutions were dried (MgSO4), filtered and concentrated. The residue w...